From a dataset of the Open Reaction Database (ORD), a public repository of structured organic reaction records. describe an organic reaction: reactants, conditions, products, and yield Reactants: Br.Br.C(C1=CC=CC=C1)N[C@H]1C[C@@H]2CN[C@H]1CC2 (6-(S)-Benzylamino-(1S, 4R)-2-azabicyclo[2.2.2]octane Dihydrobromide), C1(CC1)N1C=C(C(C2=CC(=C(C=C12)F)F)=O)C(=O)O (1-cyclopropyl-6,7-difluoro-1,4-dihydro-4-oxo-3-quinoline carboxylic acid), C1CCC2=NCCCN2CC1 (DBU). The product is N[C@H]1C[C@@H]2CN([C@H]1CC2)C2=C(C=C1C(C(=CN(C1=C2)C2CC2)C(=O)O)=O)F (7-(6-(S)-Amino-(1S, 4R)-2-azabicyclo[2.2.2]oct-2-yl)-1cyclopropy-1,4-dihydro-6-fluoro-4-oxo-3-quinoline carboxylic Acid). RXN SMILES: Br.Br.C([NH:10][C@@H:11]1[C@@H:16]2[CH2:17][CH2:18][C@@H:13]([CH2:14][NH:15]2)[CH2:12]1)C1C=CC=CC=1.[CH:19]1([N:22]2[C:31]3[C:26](=[CH:27][C:28]([F:33])=[C:29](F)[CH:30]=3)[C:25](=[O:34])[C:24]([C:35]([OH:37])=[O:36])=[CH:23]2)[CH2:21][CH2:20]1.C1CCN2C(=NCCC2)CC1>>[NH2:10][C@@H:11]1[C@@H:16]2[CH2:17][CH2:18][C@@H:13]([CH2:14][N:15]2[C:29]2[CH:30]=[C:31]3[C:26]([C:25](=[O:34])[C:24]([C:35]([OH:37])=[O:36])=[CH:23][N:22]3[CH:19]3[CH2:21][CH2:20]3)=[CH:27][C:28]=2[F:33])[CH2:12]1 |f:0.1.2|. Procedure: In a manner similar to that of Example 14, the title compound of Example 12 (0.80 g) was coupled to 1-cyclopropyl-6,7-difluoro-1,4-dihydro-4-oxo-3-quinoline carboxylic acid in the presence of DBU, and the product was similarly subjected to catalytic hydrogenation to remove the benzyl group, yielding 0.24 g of the title compound, mp 267°-270°, [α]D20 66.3°(DMSO). NMR data was the same as for the racemic compound of Example 22. Starting materials: COC([C@@H](NC(=O)OCC1=CC=CC=C1)CCCCN)=O (N-carbobenzyloxy-L-Lysine methyl ester), N=1NN=NC1C1=C(C=CC=C1)C1=CC2=C(N(C=N2)C(C(=O)O)CCCCCC)C=C1 (2-[5-[2-(2H-tetrazol-5-yl)phenyl]-1H-benzimidazol-1-yl]octanoic acid), OC1=CC=CC=2NN=NC21 (hydroxybenzotriazole), C1(CCCCC1)N=C=NC1CCCCC1 (dicyclohexylcarbodiimide). Product: O=C(C(CCCCCC)N1C=NC2=C1C=CC(=C2)C2=C(C=CC=C2)C=2N=NNN2)N[C@@H](CCCCN)C(=O)O (N-[1-Oxo-2-[5-[2-(2H-tetrazol-5-yl]phenyl]-1H-benzimidazol-1-yl]octyl]-lysine). Isolated yield 13.9%. Reaction SMILES: C[O:2][C:3](=[O:21])[C@H:4]([CH2:16][CH2:17][CH2:18][CH2:19][NH2:20])[NH:5][C:6](OCC1C=CC=CC=1)=[O:7].[N:22]1[NH:23][N:24]=[N:25][C:26]=1[C:27]1[CH:32]=[CH:31][CH:30]=[CH:29][C:28]=1[C:33]1[CH:51]=[CH:50][C:36]2[N:37]([CH:40]([CH2:44][CH2:45][CH2:46][CH2:47][CH2:48][CH3:49])C(O)=O)[CH:38]=[N:39][C:35]=2[CH:34]=1.OC1C2N=NNC=2C=CC=1.C1(N=C=NC2CCCCC2)CCCCC1>>[O:7]=[C:6]([NH:5][C@H:4]([C:3]([OH:21])=[O:2])[CH2:16][CH2:17][CH2:18][CH2:19][NH2:20])[CH:40]([N:37]1[C:36]2[CH:50]=[CH:51][C:33]([C:28]3[CH:29]=[CH:30][CH:31]=[CH:32][C:27]=3[C:26]3[N:25]=[N:24][NH:23][N:22]=3)=[CH:34][C:35]=2[N:39]=[CH:38]1)[CH2:44][CH2:45][CH2:46][CH2:47][CH2:48][CH3:49]. Procedure details: N-carbobenzyloxy-L-Lysine methyl ester (1.0 mmoles, 0.295 g) and 2-[5-[2-(2H-tetrazol-5-yl)phenyl]-1H-benzimidazol-1-yl]octanoic acid (1.0 moles, 0.405 g) were reacted with 1.0 moles of hydroxybenzotriazole and dicyclohexylcarbodiimide as in Example 37. The stereoisomers were separated on silica gel eluted with 5% EtOH in chloroform with 1% acetic acid. Each was hydrolyzed with sodium hydroxide as in Example 37 and hydrogenated to remove the carbobenzyloxy group in ethanol over 5% Pd/C for 4 hou... The reactants are C(C)#N (acetonitrile), BrCC(=O)C1=CC(=NO1)C(=O)OCC (ethyl 5-(2-bromoacetyl)isoxazole-3-carboxylate), N12C[C@@H](C(CC1)CC2)OC(C(C2=CC=CC=C2)NCC2=CC=CC=C2)=O (Benzylamino-phenyl-acetic acid (R)-(1-aza-bicyclo[2.2.2]oct-3-yl)ester). The solvent is C(C)(=O)OCC (ethyl acetate). Run at time 8 hour. Yields the product [Br-].C(C1=CC=CC=C1)NC(C(=O)O[C@H]1C[N+]2(CCC1CC2)CC(=O)C2=CC(=NO2)C(=O)OCC)C2=CC=CC=C2 ((R)-3-(2-benzylamino-2-phenyl-acetoxy)-1-[2-(3-ethoxycarbonyl-isoxazol-5-yl)-2-oxo-ethyl]-1-azonia-bicyclo[2.2.2]octane bromide). Isolated yield 35.6%. As a reaction SMILES: [N:1]12[CH2:8][CH2:7][CH:4]([CH2:5][CH2:6]1)[C@@H:3]([O:9][C:10](=[O:26])[CH:11]([NH:18][CH2:19][C:20]1[CH:25]=[CH:24][CH:23]=[CH:22][CH:21]=1)[C:12]1[CH:17]=[CH:16][CH:15]=[CH:14][CH:13]=1)[CH2:2]2.C(#N)C.[Br:30][CH2:31][C:32]([C:34]1[O:38][N:37]=[C:36]([C:39]([O:41][CH2:42][CH3:43])=[O:40])[CH:35]=1)=[O:33]>C(OCC)(=O)C>[Br-:30].[CH2:19]([NH:18][CH:11]([C:12]1[CH:17]=[CH:16][CH:15]=[CH:14][CH:13]=1)[C:10]([O:9][C@@H:3]1[CH:4]2[CH2:5][CH2:6][N+:1]([CH2:31][C:32]([C:34]3[O:38][N:37]=[C:36]([C:39]([O:41][CH2:42][CH3:43])=[O:40])[CH:35]=3)=[O:33])([CH2:8][CH2:7]2)[CH2:2]1)=[O:26])[C:20]1[CH:25]=[CH:24][CH:23]=[CH:22][CH:21]=1 |f:4.5|. Procedure: Benzylamino-phenyl-acetic acid (R)-(1-aza-bicyclo[2.2.2]oct-3-yl)ester (C80) (100 mg, 0.28 mmol) is dissolved in ethyl acetate (1.90 mL) and acetonitrile (0.95 mL) and ethyl 5-(2-bromoacetyl)isoxazole-3-carboxylate (82.0 mg, 0.31 mmol) is added. The orange solution is stirred at RT overnight. The suspension is evaporated and the crude is purified by flash chromatography (DCM/EtOH=93/7) to obtain the title compound as a pale brown solid (61 mg, 35% yield, bromide salt, mixture of diastereoisomers... The reactants are BrC1=C(C=C(C=C1)S(=O)(=O)Cl)F (4-bromo-3-fluorobenzenesulfonyl chloride), NC1=NC(=CC=C1)Br (2-amino-6-bromopyridine). The solvent is ClCCl (dichloromethane), N1=CC=CC=C1 (pyridine). Reaction conditions: time 1 hour. Yields the product BrC1=C(C=C(C=C1)S(=O)(=O)NC1=NC(=CC=C1)Br)F (4-Bromo-N-(6-bromo-2-pyridinyl)-3-fluorobenzenesulfonamide). As a reaction SMILES: [Br:1][C:2]1[CH:7]=[CH:6][C:5]([S:8](Cl)(=[O:10])=[O:9])=[CH:4][C:3]=1[F:12].[NH2:13][C:14]1[CH:19]=[CH:18][CH:17]=[C:16]([Br:20])[N:15]=1>ClCCl.N1C=CC=CC=1>[Br:1][C:2]1[CH:7]=[CH:6][C:5]([S:8]([NH:13][C:14]2[CH:19]=[CH:18][CH:17]=[C:16]([Br:20])[N:15]=2)(=[O:10])=[O:9])=[CH:4][C:3]=1[F:12]. Procedure details: A solution of 4-bromo-3-fluorobenzenesulfonyl chloride (684 mg, 370 μl, 2.5 mmol) in dichloromethane (2 ml) was added slowly at room temperature to a solution of 2-amino-6-bromopyridine (346 mg, 2.0 mmol) in pyridine (2 ml). The reaction mixture was stirred at room temperature for 1 h. The solvent was evaporated and the residue partitioned between ethyl acetate (50 ml) and water (50 ml). The organic phase washed with water (×2), separated, dried and evaporated. Purification by column chromatogra...